Dataset: the Open Reaction Database (ORD), a public repository of structured organic reaction records. Task: describe an organic reaction: reactants, conditions, products, and yield Starting materials: CCC1C=C(C)CC(C)CC(OC)C2OC(O)(C(=O)C(=O)N3CCCCC3C(=O)OC(C(C)=CC3CCC(O)C(O)C3)C(C)CCC1=O)C(C)CC2OC, CCC=[N+]=[N-]. The product is CCCOC1CC(C=C(C)C2OC(=O)C3CCCCN3C(=O)C(=O)C3(O)OC(C(OC)CC(C)CC(C)=CC(CC)C(=O)CCC2C)C(OC)CC3C)CCC1O. As a reaction SMILES: [CH2:1]([CH3:2])[CH:3]1[C:4](=[O:54])[CH2:5][CH2:6][CH:7]([CH3:53])[CH:8]([C:42](=[CH:43][CH:44]2[CH2:45][CH:46]([OH:51])[CH:47]([OH:50])[CH2:48][CH2:49]2)[CH3:52])[O:9][C:10](=[O:41])[CH:11]2[CH2:12][CH2:13][CH2:14][CH2:15][N:16]2[C:17](=[O:40])[C:18](=[O:39])[C:19]2([OH:38])[CH:20]([CH3:37])[CH2:21][CH:22]([O:35][CH3:36])[CH:23]([CH:24]([O:32][CH3:33])[CH2:25][CH:26]([CH3:31])[CH2:27][C:28]([CH3:30])=[CH:29]1)[O:34]2.[N+:55](=[N-:56])=[CH:57][CH2:58][CH3:59]>>[CH2:1]([CH3:2])[CH:3]1[C:4](=[O:54])[CH2:5][CH2:6][CH:7]([CH3:53])[CH:8]([C:42](=[CH:43][CH:44]2[CH2:45][CH:46]([O:51][CH2:57][CH2:58][CH3:59])[CH:47]([OH:50])[CH2:48][CH2:49]2)[CH3:52])[O:9][C:10](=[O:41])[CH:11]2[CH2:12][CH2:13][CH2:14][CH2:15][N:16]2[C:17](=[O:40])[C:18](=[O:39])[C:19]2([OH:38])[CH:20]([CH3:37])[CH2:21][CH:22]([O:35][CH3:36])[CH:23]([CH:24]([O:32][CH3:33])[CH2:25][CH:26]([CH3:31])[CH2:27][C:28]([CH3:30])=[CH:29]1)[O:34]2. Starting materials: O=C([O-])[O-], CCOC(=O)C(C)(Oc1ccc(OC)cc1)C(O)c1ccc(OCc2ccccc2)cc1, CC[SiH](CC)CC, ClCCl, [Na+], [Na+]. The product is CCOC(=O)C(C)(Cc1ccc(OCc2ccccc2)cc1)Oc1ccc(OC)cc1. As a reaction SMILES: [C:40](=[O:41])([O-:42])[O-:43].[CH2:1]([CH3:2])[O:3][C:4]([C:5]([CH:6]([OH:7])[c:8]1[cH:9][cH:10][c:11]([O:14][CH2:15][c:16]2[cH:17][cH:18][cH:19][cH:20][cH:21]2)[cH:12][cH:13]1)([CH3:22])[O:23][c:24]1[cH:25][cH:26][c:27]([O:30][CH3:31])[cH:28][cH:29]1)=[O:32].[CH2:33]([SiH:34]([CH2:35][CH3:36])[CH2:37][CH3:38])[CH3:39].[Cl:46][CH2:47][Cl:48].[Na+:44].[Na+:45]>>[CH2:1]([CH3:2])[O:3][C:4]([C:5]([CH2:6][c:8]1[cH:9][cH:10][c:11]([O:14][CH2:15][c:16]2[cH:17][cH:18][cH:19][cH:20][cH:21]2)[cH:12][cH:13]1)([CH3:22])[O:23][c:24]1[cH:25][cH:26][c:27]([O:30][CH3:31])[cH:28][cH:29]1)=[O:32].